This data is from the Open Reaction Database (ORD), a public repository of structured organic reaction records. The task is: describe an organic reaction: reactants, conditions, products, and yield Product: C=CCOC(=O)N1CCCC1C(=O)OC. RXN SMILES: [C:15](=[O:16])([O-:17])[O-:18].[CH2:1]([CH:2]=[CH2:3])[O:4][C:5](=[O:6])[N:7]1[CH:8]([C:12](=[O:13])[OH:14])[CH2:9][CH2:10][CH2:11]1.[CH3:21][I:22].[CH3:23][CH2:24][O:25][C:26](=[O:27])[CH3:28].[CH3:29][N:30]([CH3:31])[CH:32]=[O:33].[K+:19].[K+:20].[OH2:34]>>[CH2:1]([CH:2]=[CH2:3])[O:4][C:5](=[O:6])[N:7]1[CH:8]([C:12](=[O:13])[O:14][CH3:15])[CH2:9][CH2:10][CH2:11]1. Starting materials: O=C([O-])[O-], C=CCOC(=O)N1CCCC1C(=O)O, CI, CCOC(C)=O, CN(C)C=O, [K+], [K+], O. Starting materials: C1(=CC=CC=C1)C1CCN(CC1)C1CC2CCCC2(C1)C(=O)OCC (ethyl 2-(4-phenylpiperidin-1-yl)octahydropentalene-3a-carboxylate), [OH-].[Na+] (sodium hydroxide). Run in C1CCOC1 (THF), O (water). Conditions: time 18 hour. Yields the product C1(=CC=CC=C1)C1CCN(CC1)C1CC2CCCC2(C1)C(=O)O (2-(4-phenyl-piperidin-1-yl)-hexahydro-pentalene-3a-carboxylic acid). Isolated yield 100.1%. As a reaction SMILES: [C:1]1([CH:7]2[CH2:12][CH2:11][N:10]([CH:13]3[CH2:20][C:19]4([C:21]([O:23]CC)=[O:22])[CH:15]([CH2:16][CH2:17][CH2:18]4)[CH2:14]3)[CH2:9][CH2:8]2)[CH:6]=[CH:5][CH:4]=[CH:3][CH:2]=1.[OH-].[Na+]>C1COCC1.O>[C:1]1([CH:7]2[CH2:8][CH2:9][N:10]([CH:13]3[CH2:20][C:19]4([C:21]([OH:23])=[O:22])[CH:15]([CH2:16][CH2:17][CH2:18]4)[CH2:14]3)[CH2:11][CH2:12]2)[CH:6]=[CH:5][CH:4]=[CH:3][CH:2]=1 |f:1.2|. Procedure details: To a solution of ethyl 2-(4-phenylpiperidin-1-yl)octahydropentalene-3a-carboxylate (1.85 g, 5.42 mmol) in THF (35 mL) was added a solution of sodium hydroxide (2.16 g, 54.2 mmol) in water (35 mL). The reaction mixture was stirred at ambient temperature for about 18 h. The solvent was removed under reduced pressure and the crude product was extracted into DCM (3×20 mL). The combined organic phases were washed with water (3×50 mL) and dried over MgSO4. Concentration in vacuo gave 2-(4-phenyl-piper... The reactants are ClC1=NC(=NC(=C1C=1SC2=C(N1)C=CC=C2)Cl)N2CCOCC2 (2-[4,6-dichloro-2-(morpholin-4-yl)pyrimidin-5-yl]-1,3-benzothiazole), CC1(OCC(O1)CN)C ((2,2-dimethyl-1,3-dioxolan-4-yl)methylamine). The solvent is C(C)O (ethanol). Reaction conditions: temperature 85 celsius, time 3 hour. The product is S1C(=NC2=C1C=CC=C2)C=2C(=NC(=NC2Cl)N2CCOCC2)NCC2OC(OC2)(C)C (5-(1,3-benzothiazol-2-yl)-6-chloro-N-[(2,2-dimethyl-1,3-dioxolan-4-yl)methyl]-2-(morpholin-4-yl)pyrimidin-4-amine). Reaction SMILES: [Cl:1][C:2]1[C:7]([C:8]2[S:9][C:10]3[CH:16]=[CH:15][CH:14]=[CH:13][C:11]=3[N:12]=2)=[C:6](Cl)[N:5]=[C:4]([N:18]2[CH2:23][CH2:22][O:21][CH2:20][CH2:19]2)[N:3]=1.[CH3:24][C:25]1([CH3:32])[O:29][CH:28]([CH2:30][NH2:31])[CH2:27][O:26]1>C(O)C>[S:9]1[C:10]2[CH:16]=[CH:15][CH:14]=[CH:13][C:11]=2[N:12]=[C:8]1[C:7]1[C:6]([NH:31][CH2:30][CH:28]2[CH2:27][O:26][C:25]([CH3:32])([CH3:24])[O:29]2)=[N:5][C:4]([N:18]2[CH2:23][CH2:22][O:21][CH2:20][CH2:19]2)=[N:3][C:2]=1[Cl:1]. Reported procedure: Into a solution of 2-[4,6-dichloro-2-(morpholin-4-yl)pyrimidin-5-yl]-1,3-benzothiazole (200 mg, 0.54 mmol, 1.00 equiv) in ethanol (3 mL) was added (2,2-dimethyl-1,3-dioxolan-4-yl)methylamine (142.9 mg, 1.09 mmol, 2.00 equiv). The resulting solution was stirred for 3 h at 85° C. Removal of the solvent under reducing pressure gave 0.35 g (crude) of the title compound as a yellow solid, which was used for next step without further purification. MS m/z [M+H]+ (ESI): 462. Conditions: temperature 0 celsius, time 2 hour. Yield: 601.0%. The solvent is C1CCOC1 (THF). The reactants are S1C(=NC2=C1C=CC=C2)N(C(=O)C=2C=CC=C1CCN(CC21)C=2SC(=C(N2)C(=O)OCC)C2=CC=C(C=C2)CO)COCC[Si](C)(C)C (ethyl 2-(8-(benzo[d]thiazol-2-yl((2-(trimethylsilyl)ethoxy)methyl)carbamoyl)-3,4-dihydroisoquinolin-2(1H)-yl)-5-(4-(hydroxymethyl)phenyl)thiazole-4-carboxylate), C1=CC=C(C=C1)P(C2=CC=CC=C2)C3=CC=CC=C3 (PPh3), NC1=C(C(=NN1C(=O)OC(C)(C)C)C1=CC=C(C=C1)O)C#N (tert-butyl 5-amino-4-cyano-3-(4-hydroxyphenyl)-1H-pyrazole-1-carboxylate), C1=CC=C(C=C1)COC(=O)/N=N/C(=O)OCC2=CC=CC=C2 (DBAD). Yields the product NC1=C(C(=NN1C(=O)OC(C)(C)C)C1=CC=C(OCC2=CC=C(C=C2)C2=C(N=C(S2)N2CC3=C(C=CC=C3CC2)C(N(COCC[Si](C)(C)C)C=2SC3=C(N2)C=CC=C3)=O)C(=O)OCC)C=C1)C#N (ethyl 5-(4-((4-(5-amino-1-(tert-butoxycarbonyl)-4-cyano-1H-pyrazol-3-yl)phenoxy)methyl)phenyl)-2-(8-(benzo[d]thiazol-2-yl((2-(trimethylsilyl)ethoxy)methyl)carbamoyl)-3,4-dihydroisoquinolin-2(1H)-yl)thiazole-4-carboxylate). Reported procedure: A mixture of compound 34D (0.14 g, 0.2 mmol), PPh3 (0.079 g, 0.3 mmol), and compound 31F (0.066 g, 0.022 mmol) was dissolved in THF (3 mL). The solution was cooled to 0° C. To this solution was added DBAD. The reaction mixture was stirred at rt for 2 hours. The solvent was removed, and the residue was purified by flash column chromatography on silica gel eluting with 2:1/hexanes:EtOAc to afford 0.13 g of the title compound as a mixture of two inseparable isomers. MS (ESI(+)): m/z 982 (M+NH4—H2O)... As a reaction SMILES: [S:1]1[C:5]2[CH:6]=[CH:7][CH:8]=[CH:9][C:4]=2[N:3]=[C:2]1[N:10]([CH2:41][O:42][CH2:43][CH2:44][Si:45]([CH3:48])([CH3:47])[CH3:46])[C:11]([C:13]1[CH:14]=[CH:15][CH:16]=[C:17]2[C:22]=1[CH2:21][N:20]([C:23]1[S:24][C:25]([C:33]3[CH:38]=[CH:37][C:36]([CH2:39][OH:40])=[CH:35][CH:34]=3)=[C:26]([C:28]([O:30][CH2:31][CH3:32])=[O:29])[N:27]=1)[CH2:19][CH2:18]2)=[O:12].C1C=CC(P(C2C=CC=CC=2)C2C=CC=CC=2)=CC=1.[NH2:68][C:69]1[N:73]([C:74]([O:76][C:77]([CH3:80])([CH3:79])[CH3:78])=[O:75])[N:72]=[C:71]([C:81]2[CH:86]=[CH:85][C:84](O)=[CH:83][CH:82]=2)[C:70]=1[C:88]#[N:89].C1C=CC(COC(/N=N/C(OCC2C=CC=CC=2)=O)=O)=CC=1>C1COCC1>[NH2:68][C:69]1[N:73]([C:74]([O:76][C:77]([CH3:80])([CH3:79])[CH3:78])=[O:75])[N:72]=[C:71]([C:81]2[CH:86]=[CH:85][C:84]([O:40][CH2:39][C:36]3[CH:35]=[CH:34][C:33]([C:25]4[S:24][C:23]([N:20]5[CH2:19][CH2:18][C:17]6[C:22](=[C:13]([C:11](=[O:12])[N:10]([C:2]7[S:1][C:5]8[CH:6]=[CH:7][CH:8]=[CH:9][C:4]=8[N:3]=7)[CH2:41][O:42][CH2:43][CH2:44][Si:45]([CH3:47])([CH3:46])[CH3:48])[CH:14]=[CH:15][CH:16]=6)[CH2:21]5)=[N:27][C:26]=4[C:28]([O:30][CH2:31][CH3:32])=[O:29])=[CH:38][CH:37]=3)=[CH:83][CH:82]=2)[C:70]=1[C:88]#[N:89]. Starting materials: COC(C(C(C)=O)=NO)=O (2-hydroxyimino-3-oxo-butyric acid methyl ester), C(C)(=O)O (acetic acid). Reagents/catalysts: [Pd] (Pd/C). Run in C(C)(=O)OC(C)=O (acetic acid anhydride). Run at time 20 hour. The product is COC(C(C(C)=O)NC(C)=O)=O (2-acetylamino-3-oxo-butyric acid methyl ester). Isolated yield 60.0%. RXN SMILES: [CH3:1][O:2][C:3](=[O:10])[C:4](=[N:8]O)[C:5](=[O:7])[CH3:6].[C:11](O)(=[O:13])[CH3:12]>C(OC(=O)C)(=O)C.[Pd]>[CH3:1][O:2][C:3](=[O:10])[CH:4]([NH:8][C:11](=[O:13])[CH3:12])[C:5](=[O:7])[CH3:6]. Reported procedure: Part B: Crude 2-hydroxyimino-3-oxo-butyric acid methyl ester (24 gram, ˜0.15 mol) dissolved in a magnetically stirred mixture of acetic acid (293 ml), acetic acid anhydride (110 ml) and Pd/C (4 gram) was hydrogenated for 20 hours at room temperature at 1 atmosphere H2 pressure. After filtration over hyflo, the acetic acid and acetic acid anhydride were removed by concentration in vacuo. The resulting crude mixture was purified by flash chromatography (dichloromethane/methanol=95/5 (v/v)) to give... The reactants are P(=O)(Cl)(Cl)Cl (Phosphorus oxychloride), CN(C=O)C (dimethylformamide), CC=1C(=CC=C2C=CNC12)[N+](=O)[O-] (7-methyl-6-nitroindole), CN(C=O)C (dimethylformamide), [OH-].[Na+] (sodium hydroxide). Reaction SMILES: P(Cl)(Cl)(Cl)=O.[CH3:6][C:7]1[C:8]([N+:16]([O-:18])=[O:17])=[CH:9][CH:10]=[C:11]2[C:15]=1[NH:14][CH:13]=[CH:12]2.[OH-].[Na+].CN(C)[CH:23]=[O:24]>>[CH:23]([C:12]1[C:11]2[C:15](=[C:7]([CH3:6])[C:8]([N+:16]([O-:18])=[O:17])=[CH:9][CH:10]=2)[NH:14][CH:13]=1)=[O:24] |f:2.3|. Conditions: temperature 35 celsius, time 30 minute. Isolated yield 74.0%. The product is C(=O)C1=CNC2=C(C(=CC=C12)[N+](=O)[O-])C (3-formyl-7-methyl-6-nitroindole). Procedure details: Phosphorus oxychloride (0.878 mL, 9.42 mmol) is added to a stirred solution of dimethylformamide (5 mL). A solution of 7-methyl-6-nitroindole (1.5 g, 8.56 mmol) in dimethylformamide (2 mL) is added dropwise at room temperature at a rate so as to keep the temperature of the reaction mixture below 35° C. The solidified mixture is heated to 35° C. and stirred for 30 minutes. The reaction mixture is allowed to cool to room temperature and is treated with 25 mL of 5 N aqueous sodium hydroxide solutio...